Task: describe an organic reaction: reactants, conditions, products, and yield. Dataset: the Open Reaction Database (ORD), a public repository of structured organic reaction records Starting materials: CC(C)(C)OC(=O)N1CC2CN(c3cncc(C(=O)O)c3)CC2C1, CCN=C=NCCCN(C)C, CN(C)c1ccncc1, Cl, NCc1ccccc1C(F)(F)F, On1nnc2ccccc21, c1ccncc1. The product is CC(C)(C)OC(=O)N1CC2CN(c3cncc(C(=O)NCc4ccccc4C(F)(F)F)c3)CC2C1. As a reaction SMILES: [C:1]([CH3:2])([CH3:3])([CH3:4])[O:5][C:6](=[O:7])[N:8]1[CH2:9][CH:10]2[CH:11]([CH2:12]1)[CH2:13][N:14]([c:16]1[cH:17][n:18][cH:19][c:20]([C:21](=[O:22])[OH:23])[cH:24]1)[CH2:15]2.[CH3:48][N:49]([CH3:50])[CH2:51][CH2:52][CH2:53][N:54]=[C:55]=[N:56][CH2:57][CH3:58].[CH3:59][N:60]([CH3:61])[c:62]1[cH:63][cH:64][n:65][cH:66][cH:67]1.[ClH:47].[F:25][C:26]([c:27]1[c:28]([CH2:29][NH2:30])[cH:31][cH:32][cH:33][cH:34]1)([F:35])[F:36].[OH:37][n:38]1[c:39]2[cH:40][cH:41][cH:42][cH:43][c:44]2[n:45][n:46]1.[cH:68]1[cH:69][cH:70][n:71][cH:72][cH:73]1>>[C:1]([CH3:2])([CH3:3])([CH3:4])[O:5][C:6](=[O:7])[N:8]1[CH2:9][CH:10]2[CH:11]([CH2:12]1)[CH2:13][N:14]([c:16]1[cH:17][n:18][cH:19][c:20]([C:21](=[O:22])[NH:30][CH2:29][c:28]3[c:27]([C:26]([F:25])([F:35])[F:36])[cH:34][cH:33][cH:32][cH:31]3)[cH:24]1)[CH2:15]2. Starting materials: CC1=C(C(=O)C2=C(C=C(C=C2C)C)C)C=C(C=C1)N1C=NC=C1 (2-methyl-5-(1-imidazolyl)-2',4',6'-trimethylbenzophenone), C(C)O (ethanol), [BH4-].[Na+] (sodium borohydride). Solvent: O (water). Reaction conditions: temperature 50 celsius, time 10 hour. Product: CC1=C(C(=CC(=C1)C)C)C(O)C1=C(C=CC(=C1)N1C=NC=C1)C (α-(2,4,6-trimethylphenyl)-2-methyl-5-(1-imidazolyl)benzenemethanol). The yield is 78.9%. As a reaction SMILES: [CH3:1][C:2]1[CH:18]=[CH:17][C:16]([N:19]2[CH:23]=[CH:22][N:21]=[CH:20]2)=[CH:15][C:3]=1[C:4]([C:6]1[C:11]([CH3:12])=[CH:10][C:9]([CH3:13])=[CH:8][C:7]=1[CH3:14])=[O:5].C(O)C.[BH4-].[Na+]>O>[CH3:12][C:11]1[CH:10]=[C:9]([CH3:13])[CH:8]=[C:7]([CH3:14])[C:6]=1[CH:4]([C:3]1[CH:15]=[C:16]([N:19]2[CH:23]=[CH:22][N:21]=[CH:20]2)[CH:17]=[CH:18][C:2]=1[CH3:1])[OH:5] |f:2.3|. Reported procedure: To a suspension of 7.3 g of 2-methyl-5-(1-imidazolyl)-2',4',6'-trimethylbenzophenone is 50 ml of ethanol is added a solution of 1 g of sodium borohydride in 10 ml of water. After the mixture is stirred at 50° C. for 10 hours, the reaction mixture is poured into ice-cold water. The crystals precipitated are filtered off and recrystallized from ethanol to give 5.8 g of α-(2,4,6-trimethylphenyl)-2-methyl-5-(1-imidazolyl)benzenemethanol as white crystals, melting at 190°-191° C. Starting materials: ClC1=NC=CC=C1OCCOC1OCCCC1 (2-Chloro-3-[2-(tetrahydro-2H-pyran-2-yloxy)ethoxy]pyridine), OCCN1CCN(CC1)C(=O)OC(C)(C)C (tert-butyl 4-(2-hydroxyethyl)piperazine-1-carboxylate). Yields the product C(C)(C)(C)OC(=O)N1CCN(CC1)CCOC1=NC=CC=C1OCCO (4-{2-[3-(2-Hydroxy-ethoxy)-pyridin-2-yloxy-]-ethyl}-piperazine-1-carboxylic acid tert-butyl ester). RXN SMILES: Cl[C:2]1[C:7]([O:8][CH2:9][CH2:10][O:11]C2CCCCO2)=[CH:6][CH:5]=[CH:4][N:3]=1.[OH:18][CH2:19][CH2:20][N:21]1[CH2:26][CH2:25][N:24]([C:27]([O:29][C:30]([CH3:33])([CH3:32])[CH3:31])=[O:28])[CH2:23][CH2:22]1>>[C:30]([O:29][C:27]([N:24]1[CH2:23][CH2:22][N:21]([CH2:20][CH2:19][O:18][C:2]2[C:7]([O:8][CH2:9][CH2:10][OH:11])=[CH:6][CH:5]=[CH:4][N:3]=2)[CH2:26][CH2:25]1)=[O:28])([CH3:33])([CH3:32])[CH3:31]. Procedure details: The title compound was prepared starting from 2-chloro-3-[2-(tetrahydro-2H-pyran-2-yloxy)ethoxy]pyridine (from Example 4; 0.67 g, 2.6 mmol) and tert-butyl 4-(2-hydroxyethyl)piperazine-1-carboxylate (0.66 g, 2.9 mmol) according to the procedure in Example 23, Step 1, followed by removing the tetrahydropyranyl protecting group according to the procedure given in Example 23, Step 2. Yield 0.36 g (38%). MS (ESI+) for C18H29N3O5 m/z 368.0 (M+H)+. Reactants: CS(=O)(=O)C1=CC=C(C=C1)C1=CC=CC=2N1N=C(N2)N (5-(4-methanesulfonyl-phenyl)-[1,2,4]triazolo[1,5-a]pyridin-2-ylamine), BrC=1C=C(CN2CCN(CC2)C)C=CC1 (1-(3-bromo-benzyl)-4-methyl-piperazine), C1(CCCCC1)P(C1=C(C=CC=C1)C1=C(C=CC=C1)P(C1CCCCC1)C1CCCCC1)C1CCCCC1 (2,2′-bis-dicyclohexylphosphanyl-biphenyl). The product is CS(=O)(=O)C1=CC=C(C=C1)C1=CC=CC=2N1N=C(N2)NC2=CC(=CC=C2)CN2CCN(CC2)C ([5-(4-Methanesulfonyl-phenyl)-[1,2,4]triazolo[1,5-a]pyridin-2-yl]-[3-(4-methyl-piperazin-1-ylmethyl)-phenyl]-amine). Reaction SMILES: [CH3:1][S:2]([C:5]1[CH:10]=[CH:9][C:8]([C:11]2[N:16]3[N:17]=[C:18]([NH2:20])[N:19]=[C:15]3[CH:14]=[CH:13][CH:12]=2)=[CH:7][CH:6]=1)(=[O:4])=[O:3].Br[C:22]1[CH:23]=[C:24]([CH:33]=[CH:34][CH:35]=1)[CH2:25][N:26]1[CH2:31][CH2:30][N:29]([CH3:32])[CH2:28][CH2:27]1.C1(P(C2CCCCC2)C2C=CC=CC=2C2C=CC=CC=2P(C2CCCCC2)C2CCCCC2)CCCCC1>>[CH3:1][S:2]([C:5]1[CH:10]=[CH:9][C:8]([C:11]2[N:16]3[N:17]=[C:18]([NH:20][C:34]4[CH:35]=[CH:22][CH:23]=[C:24]([CH2:25][N:26]5[CH2:31][CH2:30][N:29]([CH3:32])[CH2:28][CH2:27]5)[CH:33]=4)[N:19]=[C:15]3[CH:14]=[CH:13][CH:12]=2)=[CH:7][CH:6]=1)(=[O:3])=[O:4]. Procedure: [5-(4-Methanesulfonyl-phenyl)-[1,2,4]triazolo[1,5-a]pyridin-2-yl]-[3-(4-methyl-piperazin-1-ylmethyl)-phenyl]-amine was prepared from 5-(4-methanesulfonyl-phenyl)-[1,2,4]triazolo[1,5-a]pyridin-2-ylamine (75.0 mg, 0.260 mmol) and 1-(3-bromo-benzyl)-4-methyl-piperazine (77.0 mg, 0.286 mmol) with 2,2′-bis-dicyclohexylphosphanyl-biphenyl (25.0 mg, 0.0457 mmol) as the ligand in a manner analogous to Example 2d. Product isolated as a yellow foam (0.043, 35%). 1H NMR (400 MHz, CDCl3, δ, ppm): 8.27 (d, J... Reactants: BrC=1C=C(C=CC1)CCC(=O)O (3-(3-bromophenyl)propionic acid), ON1C(CCC1=O)=O (N-hydroxysuccinimide), C1(CCCCC1)N=C=NC1CCCCC1 (dicyclohexylcarbodiimide). The solvent is C(Cl)Cl (CH2Cl2). Reaction conditions: time 45 minute. Yields the product BrC=1C=C(C=CC1)CCC(=O)N (3-(3-bromophenyl)propionamide). As a reaction SMILES: [Br:1][C:2]1[CH:3]=[C:4]([CH2:8][CH2:9][C:10]([OH:12])=O)[CH:5]=[CH:6][CH:7]=1.O[N:14]1C(=O)CCC1=O.C1(N=C=NC2CCCCC2)CCCCC1>C(Cl)Cl>[Br:1][C:2]1[CH:3]=[C:4]([CH2:8][CH2:9][C:10]([NH2:14])=[O:12])[CH:5]=[CH:6][CH:7]=1. Procedure details: To a solution of 3-(3-bromophenyl)propionic acid (93) (5.0 g, 21.8 mmol) and N-hydroxysuccinimide (2.51 gr., 21.8 mmole) in CH2Cl2 (100 ml) was added dicyclohexylcarbodiimide (4.50 g, 21.8 mmol) and the mixture was stirred at room temperature for 45 min. The precipitate was removed by filtration and the filtrate was cooled in an ice bath. Ammonia gas was bubbled into the solution for 2 min then allowed to warm to room temperature overnight. The reaction mixture was concentrated under reduced pre... The reactants are CC1=CC=C(C=N1)O (6-methylpyridin-3-ol), CC(C)([O-])C.[K+] (potassium tert-butoxide), CO (Methanol), BrC1=CC=CC=C1 (bromobenzene). Reagents/catalysts: [Cu] (copper). Solvent: CN(C=O)C (N,N-dimethylformamide). Reaction conditions: time 1 hour. The product is CC1=NC=C(C=C1)OC1=CC=CC=C1 (2-methyl-5-phenoxypyridine). Reaction SMILES: [CH3:1][C:2]1[N:7]=[CH:6][C:5]([OH:8])=[CH:4][CH:3]=1.CC(C)([O-])C.[K+].Br[C:16]1[CH:21]=[CH:20][CH:19]=[CH:18][CH:17]=1.CO>CN(C)C=O.[Cu]>[CH3:1][C:2]1[CH:3]=[CH:4][C:5]([O:8][C:16]2[CH:21]=[CH:20][CH:19]=[CH:18][CH:17]=2)=[CH:6][N:7]=1 |f:1.2|. Procedure: To a solution of 6-methylpyridin-3-ol (25.2 g, 231 mmol) in N,N-dimethylformamide (100 ml) was added potassium tert-butoxide (25.9 g, 231 mmol), and the mixture was stirred at room temperature for 1 hr. The reaction solution was evaporated under reduced pressure and diluted with N,N-dimethylformamide (100 ml). A copper powder (3.7 g, 58 mmol) and bromobenzene (36.3 g, 231 mmol) were added, and the mixture was stirred at 120° C. overnight. Methanol was added to the reaction solution and insoluble... The reactants are [Si](C)(C)(C(C)(C)C)OC(C)C1=C2C=CC(=CC2=CC=C1OC)C(=O)C=1N=CN(C1)C(C1=CC=CC=C1)(C1=CC=CC=C1)C1=CC=CC=C1 ([5-[1-(tert-butyldimethylsilyloxy)ethyl]-6-methoxynaphthalen-2-yl]-(1-trityl-1H-imidazol-4-yl)ketone), Cl.N1=CC=CC=C1 (pyridine hydrochloride), [Si](C)(C)(C(C)(C)C)OC(C)C1=C2C=CC(=CC2=CC=C1OC)C(=O)C=1N=CNC1 ([5-[1-(tert-Butyldimethylsilyloxy)-ethyl]-6-methoxynaphthalen-2-yl]-(1H-imidazol-4-yl)ketone). Run in CO (methanol). Run at temperature 50 celsius, time 1 hour. The product is [Si](C)(C)(C(C)(C)C)OC(C)C1=C2C=CC(=CC2=CC=C1OC)C(C(C)C)(O)C=1N=CNC1 (1-[5-[1-(tert-Butyldimethylsilyloxy)ethyl]-6-methoxynaphthalen-2-yl]-1-(1H-imidazol-4-yl)-2-methyl-1-propanol). As a reaction SMILES: [Si:1]([O:8][CH:9]([C:11]1[C:20]([O:21][CH3:22])=[CH:19][CH:18]=[C:17]2[C:12]=1[CH:13]=[CH:14][C:15]([C:23]([C:25]1[N:26]=[CH:27][NH:28][CH:29]=1)=[O:24])=[CH:16]2)[CH3:10])([C:4]([CH3:7])([CH3:6])[CH3:5])([CH3:3])[CH3:2].[Si](OC(C1C(OC)=CC=C2C=1C=CC(C(C1N=CN(C(C3C=CC=CC=3)(C3C=CC=CC=3)C3C=CC=CC=3)C=1)=O)=C2)C)([C:33](C)([CH3:35])[CH3:34])(C)C.Cl.N1C=CC=CC=1>CO>[Si:1]([O:8][CH:9]([C:11]1[C:20]([O:21][CH3:22])=[CH:19][CH:18]=[C:17]2[C:12]=1[CH:13]=[CH:14][C:15]([C:23]([C:25]1[N:26]=[CH:27][NH:28][CH:29]=1)([OH:24])[CH:33]([CH3:35])[CH3:34])=[CH:16]2)[CH3:10])([C:4]([CH3:5])([CH3:6])[CH3:7])([CH3:2])[CH3:3] |f:2.3|. Procedure details: Production of [5-[1-(tert-Butyldimethylsilyloxy)-ethyl]-6-methoxynaphthalen-2-yl]-(1H-imidazol-4-yl)ketone. [5-[1-(tert-butyldimethylsilyloxy)ethyl]-6-methoxynaphthalen-2-yl]-(1-trityl-1H-imidazol-4-yl)ketone (5.18 g) and pyridine hydrochloride (1.59 g) were dissolved in methanol (50 ml). The solution was stirred at 50° C. for 1 h. The reaction mixture was concentrated, and water and ethyl acetate were added. The organic layer was washed with saturated aqueous solution of sodium hydrogencarbonat...